From a dataset of the Open Reaction Database (ORD), a public repository of structured organic reaction records. describe an organic reaction: reactants, conditions, products, and yield Reactants: O1CCOCC1 (1,4-dioxane), FC1=CC=C(C=C1)OC1=CC=C(C=N1)C(=O)N(C1=CC=C(C=C1)CN1C[C@@H](NCC1)C)C (6-[(4-Fluorophenyl)oxy]-N-methyl-N-(4-{[(3S)-3-methyl-1-piperazinyl]methyl}phenyl)-3-pyridinecarboxamide), base, C(\C=C\C(=O)O)(=O)O (fumaric acid). The solvent is CC(=O)CC(C)C (methyl iso-butylketone), CC(=O)CC(C)C (methyl iso-butylketone). Product: C(\C=C\C(=O)O)(=O)O.FC1=CC=C(C=C1)OC1=CC=C(C=N1)C(=O)N(C1=CC=C(C=C1)CN1C[C@@H](NCC1)C)C (6-[(4-Fluorophenyl)oxy]-N-methyl-N-(4-{[(3S)-3-methyl-1-piperazinyl]methyl}phenyl)-3-pyridinecarboxamide fumarate). As a reaction SMILES: [F:1][C:2]1[CH:7]=[CH:6][C:5]([O:8][C:9]2[N:14]=[CH:13][C:12]([C:15]([N:17]([CH3:32])[C:18]3[CH:23]=[CH:22][C:21]([CH2:24][N:25]4[CH2:30][CH2:29][NH:28][C@@H:27]([CH3:31])[CH2:26]4)=[CH:20][CH:19]=3)=[O:16])=[CH:11][CH:10]=2)=[CH:4][CH:3]=1.[C:33]([OH:40])(=[O:39])/[CH:34]=[CH:35]/[C:36]([OH:38])=[O:37].O1CCOCC1>CC(CC(C)C)=O>[C:33]([OH:40])(=[O:39])/[CH:34]=[CH:35]/[C:36]([OH:38])=[O:37].[F:1][C:2]1[CH:7]=[CH:6][C:5]([O:8][C:9]2[N:14]=[CH:13][C:12]([C:15]([N:17]([CH3:32])[C:18]3[CH:23]=[CH:22][C:21]([CH2:24][N:25]4[CH2:30][CH2:29][NH:28][C@@H:27]([CH3:31])[CH2:26]4)=[CH:20][CH:19]=3)=[O:16])=[CH:11][CH:10]=2)=[CH:4][CH:3]=1 |f:4.5|. Reported procedure: A solution of E2 free base (57.5 mg) in methyl iso-butylketone (0.5 mL) was added to fumaric acid (13.4 mg). Further methyl iso-butylketone (0.5 mL) was added and the mixture was heated with a hot air gun. The resulting yellow gum was scratched with a spatula and a small amount of white solid appeared throughout the gum. The sample was placed on a shaker block and temperature cycled (0-40° C. in 1 h blocks) over the weekend. To the resulting yellow gum in a colourless solution was added 1,4-diox...